Dataset: the Open Reaction Database (ORD), a public repository of structured organic reaction records. Task: describe an organic reaction: reactants, conditions, products, and yield The reactants are COc1ccc(C2=CC(=O)C(C)(C)O2)cc1C#N, ClC(Cl)Cl, ClCCl, O=C1CCC(=O)N1Br. Yields the product COc1ccc(C2=C(Br)C(=O)C(C)(C)O2)cc1C#N. Reaction SMILES: [CH3:1][C:2]1([CH3:18])[C:3](=[O:17])[CH:4]=[C:5]([c:7]2[cH:8][cH:9][c:10]([O:15][CH3:16])[c:11]([C:12]#[N:13])[cH:14]2)[O:6]1.[Cl:27][CH:28]([Cl:29])[Cl:30].[Cl:31][CH2:32][Cl:33].[O:19]=[C:20]1[N:21]([Br:26])[C:22](=[O:23])[CH2:24][CH2:25]1>>[CH3:1][C:2]1([CH3:18])[C:3](=[O:17])[C:4]([Br:26])=[C:5]([c:7]2[cH:8][cH:9][c:10]([O:15][CH3:16])[c:11]([C:12]#[N:13])[cH:14]2)[O:6]1. Starting materials: Cc1noc(-c2ccc(Br)cc2)c1C=O, CCOC(=O)C1(c2ccc(B3OC(C)(C)C(C)(C)O3)cc2)CC1. The product is CCOC(=O)C1(c2ccc(-c3ccc(-c4onc(C)c4C=O)cc3)cc2)CC1. As a reaction SMILES: [Br:1][c:2]1[cH:3][cH:4][c:5](-[c:8]2[c:9]([CH:14]=[O:15])[c:10]([CH3:13])[n:11][o:12]2)[cH:6][cH:7]1.[CH2:16]([CH3:17])[O:18][C:19](=[O:20])[C:21]1([c:24]2[cH:25][cH:26][c:27]([B:30]3[O:31][C:32]([CH3:33])([CH3:34])[C:35]([CH3:36])([CH3:37])[O:38]3)[cH:28][cH:29]2)[CH2:22][CH2:23]1>>[c:2]1(-[c:27]2[cH:26][cH:25][c:24]([C:21]3([C:19]([O:18][CH2:16][CH3:17])=[O:20])[CH2:22][CH2:23]3)[cH:29][cH:28]2)[cH:3][cH:4][c:5](-[c:8]2[c:9]([CH:14]=[O:15])[c:10]([CH3:13])[n:11][o:12]2)[cH:6][cH:7]1.